This data is from the Open Reaction Database (ORD), a public repository of structured organic reaction records. The task is: describe an organic reaction: reactants, conditions, products, and yield Reactants: C(C=C)C1=CC=CC=2N(C(=NC21)COC2=CC=C(C=C2)Cl)S(=O)(=O)C(F)(F)F (4-(prop-2-enyl)-2-[(4-chlorophenoxy)methyl]-1-trifluoromethanesulfonylbenzimidazole), C([O-])([O-])=O.[K+].[K+] (potassium carbonate). Solvent: CO (methanol). Reaction conditions: temperature 0 celsius, time 2 hour. Yields the product C(C=C)C1=CC=CC=2N=C(NC21)COC2=CC=C(C=C2)Cl (4-(prop-2-enyl)-2-[(4-chlorophenoxy)methyl]benzimidazole). As a reaction SMILES: [CH2:1]([C:4]1[C:12]2[N:11]=[C:10]([CH2:13][O:14][C:15]3[CH:20]=[CH:19][C:18]([Cl:21])=[CH:17][CH:16]=3)[N:9](S(C(F)(F)F)(=O)=O)[C:8]=2[CH:7]=[CH:6][CH:5]=1)[CH:2]=[CH2:3].C(=O)([O-])[O-].[K+].[K+]>CO>[CH2:1]([C:4]1[C:12]2[NH:11][C:10]([CH2:13][O:14][C:15]3[CH:16]=[CH:17][C:18]([Cl:21])=[CH:19][CH:20]=3)=[N:9][C:8]=2[CH:7]=[CH:6][CH:5]=1)[CH:2]=[CH2:3] |f:1.2.3|. Procedure details: In a 100 ml round bottom flask, under a nitrogen atmosphere, were added 4-(prop-2-enyl)-2-[(4-chlorophenoxy)methyl]-1-trifluoromethanesulfonylbenzimidazole (1.00 g, 2.32 mmol) and anhydrous methanol (18 ml). This solution was cooled to 0° C. and potassium carbonate (641 mg, 4.64 mmol) was added. The resulting mixture was stirred for two hours at 0° C., permitted to warm to room temperature, and stirred at this temperature for about three days. The progress of the reaction was monitored by thin l... Reactants: C([C@@H](C)C(=O)OCC)(C(=O)OCC1=CC=CC=C1)C(=O)OCC1=CC=CC=C1 ((R)-1,1-dibenzyl 2-ethyl propane-1,1,2-tricarboxylate). Reagents/catalysts: [Pd] (Pd/C). Run in CO (MeOH). Conditions: time 8 hour. Yields the product C(C)OC([C@H](C)C(C(=O)O)C(=O)O)=O ((R)-2-(1-ethoxy-1-oxopropan-2-yl)malonic acid). As a reaction SMILES: [CH:1]([C:19]([O:21]CC1C=CC=CC=1)=[O:20])([C:9]([O:11]CC1C=CC=CC=1)=[O:10])[C@H:2]([C:4]([O:6][CH2:7][CH3:8])=[O:5])[CH3:3]>CO.[Pd]>[CH2:7]([O:6][C:4](=[O:5])[C@@H:2]([CH:1]([C:19]([OH:21])=[O:20])[C:9]([OH:11])=[O:10])[CH3:3])[CH3:8]. Reported procedure: To the solution of (R)-1,1-dibenzyl 2-ethyl propane-1,1,2-tricarboxylate (11 g, 0.029 mol) in MeOH (500 ml) was added Pd/C (wet, 2 g), and then the mixture was stirred under hydrogen atmosphere at room temperature overnight. After filtered the Pd/C, the solvent was removed under reduced pressure to afford (R)-2-(1-ethoxy-1-oxopropan-2-yl)malonic acid, which was purified by silica gel chromatography (3.5 g, 60%).